Dataset: the Open Reaction Database (ORD), a public repository of structured organic reaction records. Task: describe an organic reaction: reactants, conditions, products, and yield Reactants: NC1=C(C(=O)NC2=CC=C(C=C2)C(C)CC)C=CC=C1 (2-amino-N-(4-sec-butylphenyl)benzamide), OCCOC1=C(C=C(C=O)C=C1C)C (4-(2-hydroxy-ethoxy)-3,5-dimethyl-benzaldehyde), S(=O)(O)[O-].[Na+] (sodium hydrogen sulphite), C1(=CC=C(C=C1)S(=O)(=O)O)C (p-toluenesulfonic acid). Solvent: CN(C(C)=O)C (N,N-dimethyl acetamide). Conditions: temperature 120 celsius, time 8 hour. Yields the product C(C)(CC)C1=CC=C(C=C1)N1C(=NC2=CC=CC=C2C1=O)C1=CC(=C(C(=C1)C)OCCO)C (3-(4-sec-butylphenyl)-2-(4-(2-hydroxyethoxy)-3,5-dimethylphenyl)quinazolin-4(3H)-one). Reaction SMILES: [NH2:1][C:2]1[CH:20]=[CH:19][CH:18]=[CH:17][C:3]=1[C:4]([NH:6][C:7]1[CH:12]=[CH:11][C:10]([CH:13]([CH2:15][CH3:16])[CH3:14])=[CH:9][CH:8]=1)=[O:5].[OH:21][CH2:22][CH2:23][O:24][C:25]1[C:32]([CH3:33])=[CH:31][C:28]([CH:29]=O)=[CH:27][C:26]=1[CH3:34].S([O-])(O)=O.[Na+].C1(C)C=CC(S(O)(=O)=O)=CC=1>CN(C)C(=O)C>[CH:13]([C:10]1[CH:11]=[CH:12][C:7]([N:6]2[C:4](=[O:5])[C:3]3[C:2](=[CH:20][CH:19]=[CH:18][CH:17]=3)[N:1]=[C:29]2[C:28]2[CH:31]=[C:32]([CH3:33])[C:25]([O:24][CH2:23][CH2:22][OH:21])=[C:26]([CH3:34])[CH:27]=2)=[CH:8][CH:9]=1)([CH2:15][CH3:16])[CH3:14] |f:2.3|. Procedure details: To a solution of 2-amino-N-(4-sec-butylphenyl)benzamide (1.27 g, 4.73 mmol) in N,N-dimethyl acetamide (20 mL) were added 4-(2-hydroxy-ethoxy)-3,5-dimethyl-benzaldehyde (D) (0.92 g, 4.7 mmol), sodium hydrogen sulphite (58.5 wt %) (0.95 g, 5.2 mmol) and p-toluenesulfonic acid (0.18 g, 0.95 mmol). The reaction mixture was stirred at 120° C. overnight, and cooled to room temperature. The solvent was removed under reduced pressure and water (100 mL) was added. The mixture was extracted with ethyl ace... The reactants are C(C)(C)(C)OC(=O)NC[C@@H](C)C1=C(NC2=CC=C(C=C12)C(C(=O)O)(C)C)C1=CC(=CC(=C1)C)C ((S)-2-[3-(2-tert-butoxycarbonylamino-1-methylethyl)-2-(3,5-dimethylphenyl)-1H-indol-5-yl]-2-methylpropionic acid), ON1N=NC2=C1C=CC=C2 (1-hydroxybenzotriazole), C(C)NCC (diethylamine), Cl.CN(CCCN=C=NCC)C (1-(3-dimethylaminopropyl)-3-ethylcarbodiimide hydrochloride). Run in C(Cl)Cl (methylene chloride), C(C)N(CC)CC (triehtylamine). Yields the product C(C)(C)(C)OC(NC[C@@H](C)C1=C(NC2=CC=C(C=C12)C(C)(C)C(N(CC)CC)=O)C1=CC(=CC(=C1)C)C)=O ((S)-{2-[5-(1-diethylcarbamoyl-1-methylethyl)-2-(3,5-dimethylphenyl)-1H-indol-3-yl]-propyl}-carbamic acid tert-butyl ester). As a reaction SMILES: [C:1]([O:5][C:6]([NH:8][CH2:9][C@H:10]([C:12]1[C:20]2[C:15](=[CH:16][CH:17]=[C:18]([C:21]([CH3:26])([CH3:25])[C:22]([OH:24])=O)[CH:19]=2)[NH:14][C:13]=1[C:27]1[CH:32]=[C:31]([CH3:33])[CH:30]=[C:29]([CH3:34])[CH:28]=1)[CH3:11])=[O:7])([CH3:4])([CH3:3])[CH3:2].ON1C2C=CC=CC=2N=N1.Cl.CN(C)CCCN=C=NCC.[CH2:57]([NH:59][CH2:60][CH3:61])[CH3:58]>C(Cl)Cl.C(N(CC)CC)C>[C:1]([O:5][C:6](=[O:7])[NH:8][CH2:9][C@H:10]([C:12]1[C:20]2[C:15](=[CH:16][CH:17]=[C:18]([C:21]([C:22](=[O:24])[N:59]([CH2:60][CH3:61])[CH2:57][CH3:58])([CH3:25])[CH3:26])[CH:19]=2)[NH:14][C:13]=1[C:27]1[CH:28]=[C:29]([CH3:34])[CH:30]=[C:31]([CH3:33])[CH:32]=1)[CH3:11])([CH3:3])([CH3:2])[CH3:4] |f:2.3|. Procedure details: To a stirred solution of (S)-2-[3-(2-tert-butoxycarbonylamino-1-methylethyl)-2-(3,5-dimethylphenyl)-1H-indol-5-yl]-2-methylpropionic acid in dry methylene chloride at 0° C. is added 1-hydroxybenzotriazole followed by 1-(3-dimethylaminopropyl)-3-ethylcarbodiimide hydrochloride and the reagents allowed to mix for 1 hour. At this time diethylamine is added followed by 1.5 mL triehtylamine and the reaction stirred at room temperature. After completion, the mixture is concentrated in vacuo and purifi... Starting materials: ClC1=NC=CC(=N1)C1=CC(=C(C=C1)F)C(F)(F)F (2-chloro-4-(4-fluoro-3-trifluoromethylphenyl)-pyrimidine), FC1=C(C=C(NC)C=C1)C(F)(F)F (4-fluoro-3-trifluoromethyl-N-methylaniline). Run at temperature 126 celsius, time 8 hour. The product is CN(C1=CC(=C(C=C1)F)C(F)(F)F)C1=NC=CC(=N1)C1=CC(=C(C=C1)F)C(F)(F)F (2-[N-methyl-N-(4-fluoro-3-trifluoromethylphenyl)amino]-4-(4-fluoro-3-trifluoromethylphenyl)-pyrimidine). The yield is 41.5%. As a reaction SMILES: Cl[C:2]1[N:7]=[C:6]([C:8]2[CH:13]=[CH:12][C:11]([F:14])=[C:10]([C:15]([F:18])([F:17])[F:16])[CH:9]=2)[CH:5]=[CH:4][N:3]=1.[F:19][C:20]1[CH:27]=[CH:26][C:23]([NH:24][CH3:25])=[CH:22][C:21]=1[C:28]([F:31])([F:30])[F:29]>>[CH3:25][N:24]([C:2]1[N:7]=[C:6]([C:8]2[CH:13]=[CH:12][C:11]([F:14])=[C:10]([C:15]([F:18])([F:17])[F:16])[CH:9]=2)[CH:5]=[CH:4][N:3]=1)[C:23]1[CH:26]=[CH:27][C:20]([F:19])=[C:21]([C:28]([F:31])([F:29])[F:30])[CH:22]=1. Procedure details: A round-bottom flask was charged with 1.03 g of 2-chloro-4-(4-fluoro-3-trifluoromethylphenyl)-pyrimidine and 0.82 g of 4-fluoro-3-trifluoromethyl-N-methylaniline and heated to 126° C. for 1.5 h. The reaction mixture melted and subsequently thickened. After standing overnight, the mixture was partitioned between 20 mL of EtOAc and 20 mL of NaHCO3. The organic phase was separated, dried, filtered and evaporated. The crude product was adsorbed onto silica gel and eluted with 50% EtOAc/heptane to yi... Starting materials: N#Cc1ccc(C(=O)Cl)cc1, CCCC(CN1CCC(O)C1)NC, ClCCl. Product: CCCC(CN1CCC(O)C1)N(C)C(=O)c1ccc(C#N)cc1. RXN SMILES: [C:1](#[N:2])[c:3]1[cH:4][cH:5][c:6]([C:7](=[O:8])[Cl:9])[cH:10][cH:11]1.[CH3:12][NH:13][CH:14]([CH2:15][N:16]1[CH2:17][CH:18]([OH:21])[CH2:19][CH2:20]1)[CH2:22][CH2:23][CH3:24].[Cl:25][CH2:26][Cl:27]>>[C:1](#[N:2])[c:3]1[cH:4][cH:5][c:6]([C:7](=[O:8])[N:13]([CH3:12])[CH:14]([CH2:15][N:16]2[CH2:17][CH:18]([OH:21])[CH2:19][CH2:20]2)[CH2:22][CH2:23][CH3:24])[cH:10][cH:11]1. Starting materials: CCS, CN(C)C=O, CCCN(CCCSC)C1CCc2c(cccc2OC)C1, [H-], [Na+]. The product is CCCN(CCCSC)C1CCc2c(O)cccc2C1. Reaction SMILES: [CH2:3]([SH:4])[CH3:5].[CH3:27][N:28]([CH3:29])[CH:30]=[O:31].[CH3:6][O:7][c:8]1[c:9]2[c:14]([cH:15][cH:16][cH:17]1)[CH2:13][CH:12]([N:18]([CH2:19][CH2:20][CH3:21])[CH2:22][CH2:23][CH2:24][S:25][CH3:26])[CH2:11][CH2:10]2.[H-:1].[Na+:2]>>[OH:7][c:8]1[c:9]2[c:14]([cH:15][cH:16][cH:17]1)[CH2:13][CH:12]([N:18]([CH2:19][CH2:20][CH3:21])[CH2:22][CH2:23][CH2:24][S:25][CH3:26])[CH2:11][CH2:10]2. Reactants: CN(C)c1ccncc1, CCCC(=O)O, C(=NC1CCCCC1)=NC1CCCCC1, ClCCl, Nc1cccc(O)c1. Yields the product CCCC(=O)Nc1cccc(O)c1. RXN SMILES: [CH3:33][N:34]([c:35]1[cH:36][cH:37][n:38][cH:39][cH:40]1)[CH3:41].[CH3:9][CH2:10][CH2:11][C:12]([OH:13])=[O:14].[CH:15]1([N:16]=[C:17]=[N:18][CH:19]2[CH2:20][CH2:21][CH2:22][CH2:23][CH2:24]2)[CH2:25][CH2:26][CH2:27][CH2:28][CH2:29]1.[Cl:30][CH2:31][Cl:32].[NH2:1][c:2]1[cH:3][cH:4][cH:5][c:6]([OH:7])[cH:8]1>>[NH:1]([c:2]1[cH:3][cH:4][cH:5][c:6]([OH:7])[cH:8]1)[C:12]([CH2:11][CH2:10][CH3:9])=[O:13]. Starting materials: CS(=O)(=O)Cl (methanesulfonyl chloride), OC=C(C#N)C1=C(C=C(C=C1C)C)C (3-hydroxy-2-(2,4,6-trimethylphenyl)acrylonitrile), O (water). The solvent is N1=CC=CC=C1 (pyridine). Conditions: time 1 hour. The product is CS(=O)(=O)C=C(C#N)C1=C(C=C(C=C1C)C)C (3-methanesulfonyl-2-(2,4,6-trimethylphenyl)acrylonitrile). Isolated yield 105.1%. As a reaction SMILES: O[CH:2]=[C:3]([C:6]1[C:11]([CH3:12])=[CH:10][C:9]([CH3:13])=[CH:8][C:7]=1[CH3:14])[C:4]#[N:5].[CH3:15][S:16](Cl)(=[O:18])=[O:17].O>N1C=CC=CC=1>[CH3:15][S:16]([CH:2]=[C:3]([C:6]1[C:11]([CH3:12])=[CH:10][C:9]([CH3:13])=[CH:8][C:7]=1[CH3:14])[C:4]#[N:5])(=[O:18])=[O:17]. Procedure: A solution of intermediate 1 (1 g) in 10 ml pyridine was cooled to 0° C. under nitrogen and then treated with methanesulfonyl chloride (0.67 g) with good stirring. The solution was allowed to come to room temperature and stirred for 1 hour. The reaction mixture was poured into water and extracted with ethyl acetate. The organic phase was washed with 1 M HCl, water and brine, dried (MgSO4) and concentrated to give 3-methanesulfonyl-2-(2,4,6-trimethylphenyl)acrylonitrile (intermediate 2) as a brow...